Dataset: the Open Reaction Database (ORD), a public repository of structured organic reaction records. Task: describe an organic reaction: reactants, conditions, products, and yield Starting materials: FC1=C(C(=O)NCC(NC2CN(C2)C2CCC(CC2)C2=CC=CC=C2)=O)C=C(C=C1)C(F)(F)F (2-Fluoro-N-{[1-(4-phenyl-cyclohexyl)-azetidin-3-ylcarbamoyl]-methyl}-5-trifluoromethyl-benzamide), N1CCCC1 (pyrrolidine). Yields the product C1(=CC=CC=C1)C1CCC(CC1)N1CC(C1)NC(=O)CNC(C1=C(C=CC(=C1)C(F)(F)F)N1CCCC1)=O (N-{[1-(4-Phenyl-cyclohexyl)-azetidin-3-ylcarbamoyl]-methyl}-2-pyrrolidin-1-yl-5-trifluoromethyl-benzamide). Reaction SMILES: F[C:2]1[CH:30]=[CH:29][C:28]([C:31]([F:34])([F:33])[F:32])=[CH:27][C:3]=1[C:4]([NH:6][CH2:7][C:8](=[O:26])[NH:9][CH:10]1[CH2:13][N:12]([CH:14]2[CH2:19][CH2:18][CH:17]([C:20]3[CH:25]=[CH:24][CH:23]=[CH:22][CH:21]=3)[CH2:16][CH2:15]2)[CH2:11]1)=[O:5].[NH:35]1[CH2:39][CH2:38][CH2:37][CH2:36]1>>[C:20]1([CH:17]2[CH2:16][CH2:15][CH:14]([N:12]3[CH2:11][CH:10]([NH:9][C:8]([CH2:7][NH:6][C:4](=[O:5])[C:3]4[CH:27]=[C:28]([C:31]([F:33])([F:34])[F:32])[CH:29]=[CH:30][C:2]=4[N:35]4[CH2:39][CH2:38][CH2:37][CH2:36]4)=[O:26])[CH2:13]3)[CH2:19][CH2:18]2)[CH:25]=[CH:24][CH:23]=[CH:22][CH:21]=1. Procedure: The title compound was prepared as a white solid from coupling of 2-fluoro-N-{[1-(4-phenyl-cyclohexyl)-azetidin-3-ylcarbamoyl]-methyl}-5-trifluoromethyl-benzamide (as prepared in Example 66) and pyrrolidine (Aldrich) using the procedure described in Example 69. Starting materials: CC(=O)Oc1cc(OC(C)=O)cc(C(=O)Cl)c1, CN1CCOCC1, CCOC(C)=O, Cc1ccc(C)cc1, CC(C)c1cccc(C(C)C)c1N1CC[NH+](c2c(C(C)C)cccc2C(C)C)C1, [Cl-], C=Cc1ccc(OC(=O)CCl)cc1. Yields the product CC(=O)Oc1cc(C=Cc2ccc(OC(=O)CCl)cc2)cc(OC(C)=O)c1. Reaction SMILES: [C:31]([CH3:32])(=[O:33])[O:34][c:35]1[cH:36][c:37]([C:38]([Cl:39])=[O:40])[cH:41][c:42]([O:44][C:45]([CH3:46])=[O:47])[cH:43]1.[CH3:61][N:62]1[CH2:63][CH2:64][O:65][CH2:66][CH2:67]1.[CH3:68][CH2:69][O:70][C:71]([CH3:72])=[O:73].[CH3:74][c:75]1[cH:76][cH:77][c:78]([CH3:79])[cH:80][cH:81]1.[CH:2]([c:3]1[cH:4][cH:5][cH:6][c:7]([CH:8]([CH3:9])[CH3:10])[c:11]1[NH+:12]1[CH2:13][CH2:14][N:15]([c:16]2[c:17]([CH:18]([CH3:19])[CH3:20])[cH:21][cH:22][cH:23][c:24]2[CH:25]([CH3:26])[CH3:27])[CH2:28]1)([CH3:29])[CH3:30].[Cl-:1].[Cl:48][CH2:49][C:50](=[O:51])[O:52][c:53]1[cH:54][cH:55][c:56]([CH:57]=[CH2:58])[cH:59][cH:60]1>>[C:31]([CH3:32])(=[O:33])[O:34][c:35]1[cH:36][c:37]([CH:38]=[CH:57][c:56]2[cH:55][cH:54][c:53]([O:52][C:50]([CH2:49][Cl:48])=[O:51])[cH:60][cH:59]2)[cH:41][c:42]([O:44][C:45]([CH3:46])=[O:47])[cH:43]1. Reactants: COc1cccc(CN)c1, CC(C)O, CC(C)(C)OC(=O)NC(Cc1ccccc1)C1CO1. Product: COc1cccc(CNCC(O)C(Cc2ccccc2)NC(=O)OC(C)(C)C)c1. As a reaction SMILES: [CH3:20][O:21][c:22]1[cH:23][c:24]([CH2:25][NH2:26])[cH:27][cH:28][cH:29]1.[CH:30]([OH:31])([CH3:32])[CH3:33].[O:1]1[CH:2]([CH:4]([CH2:5][c:6]2[cH:7][cH:8][cH:9][cH:10][cH:11]2)[NH:12][C:13]([O:14][C:15]([CH3:16])([CH3:17])[CH3:18])=[O:19])[CH2:3]1>>[OH:1][CH:2]([CH2:3][NH:26][CH2:25][c:24]1[cH:23][c:22]([O:21][CH3:20])[cH:29][cH:28][cH:27]1)[CH:4]([CH2:5][c:6]1[cH:7][cH:8][cH:9][cH:10][cH:11]1)[NH:12][C:13]([O:14][C:15]([CH3:16])([CH3:17])[CH3:18])=[O:19]. Reactants: [OH-].[Na+] (sodium hydroxide), C(C)OC(=O)C1(OC1)CCCCCC1=CC=CC=C1 (2-(5-phenylpentyl)oxirane 2-carboxylic acid ethyl ester), CC(=O)C (acetone). The solvent is O1CCCC1 (tetrahydrofuran), O1CCCC1 (tetrahydrofuran). Conditions: time 45 minute. Product: C1(=CC=CC=C1)CCCCCC1(OC1)C(=O)[O-].[Na+] (Sodium 2-(5-phenylpentyl)oxirane-2-carboxylate). Reaction SMILES: [OH-].[Na+:2].C([O:5][C:6]([C:8]1([CH2:11][CH2:12][CH2:13][CH2:14][CH2:15][C:16]2[CH:21]=[CH:20][CH:19]=[CH:18][CH:17]=2)[CH2:10][O:9]1)=[O:7])C.CC(C)=O>O1CCCC1>[C:16]1([CH2:15][CH2:14][CH2:13][CH2:12][CH2:11][C:8]2([C:6]([O-:7])=[O:5])[CH2:10][O:9]2)[CH:17]=[CH:18][CH:19]=[CH:20][CH:21]=1.[Na+:2] |f:0.1,5.6|. Procedure details: A mixture of 166 ml of 1 N sodium hydroxide solution and 90 ml of tetrahydrofuran is added dropwise to a solution of 43.6 g of 2-(5-phenylpentyl)oxirane 2-carboxylic acid ethyl ester in 90 ml of tetrahydrofuran. When the addition has ended, the mixture is stirred for about 45 minutes, until a clear solution has formed. 1.6 l of acetone are now added dropwise in the course of 3 hours, a crystalline precipitate, which is filtered off and washed with acetone, separating out. The product is recrysta...